describe an organic reaction: reactants, conditions, products, and yield From a dataset of the Open Reaction Database (ORD), a public repository of structured organic reaction records. Starting materials: N1=CC=C(C=C1)CN1C=CC=2C1=NC=CC2N (1-(Pyridin-4-yl)methyl-1H-pyrrolo[2,3-b]pyridin-4-ylamine), ClCCl (dichloromethane), BrC1=CC(=C(C=C1)OC)N=C=O (4-bromo-2-isocyanato-1-methoxy-benzene). Run at time 3 hour. The product is ClC=1C=CC(=C(C1)NC(=O)NC1=C2C(=NC=C1)N(C=C2)CC2=CC=NC=C2)OC (1-(5-Chloro-2-methoxy-phenyl)-3-(1-pyridin-4-ylmethyl-1H-pyrrolo[2,3-b]pyridin-4-yl)-urea). As a reaction SMILES: [N:1]1[CH:6]=[CH:5][C:4]([CH2:7][N:8]2[C:12]3=[N:13][CH:14]=[CH:15][C:16]([NH2:17])=[C:11]3[CH:10]=[CH:9]2)=[CH:3][CH:2]=1.Br[C:19]1[CH:24]=[CH:23][C:22]([O:25][CH3:26])=[C:21]([N:27]=[C:28]=[O:29])[CH:20]=1.[Cl:30]CCl>>[Cl:30][C:19]1[CH:24]=[CH:23][C:22]([O:25][CH3:26])=[C:21]([NH:27][C:28]([NH:17][C:16]2[CH:15]=[CH:14][N:13]=[C:12]3[N:8]([CH2:7][C:4]4[CH:5]=[CH:6][N:1]=[CH:2][CH:3]=4)[CH:9]=[CH:10][C:11]=23)=[O:29])[CH:20]=1. Procedure details: Compound 1d (52 mg, 0.233 mmol) is dissolved in dichloromethane (5.0 mL) and 4-bromo-2-isocyanato-1-methoxy-benzene (1.0 equiv., 44 mg, 0.233 mmol) is then added and stirred at room temperature for 3 hours under nitrogen atmosphere. All solvent is then removed by rotary evaporation and the crude product is purified via preparative TLC to afford Compound 1f as an off-white solid. The reactants are CC(Br)C(=O)Br, CC(C)CO, CCOCC, c1ccncc1. Yields the product CC(C)COC(=O)C(C)Br. As a reaction SMILES: [Br:12][CH:13]([C:14](=[O:15])[Br:16])[CH3:17].[CH2:1]([CH:2]([CH3:3])[CH3:4])[OH:5].[CH3:18][CH2:19][O:20][CH2:21][CH3:22].[cH:6]1[cH:7][cH:8][n:9][cH:10][cH:11]1>>[CH2:1]([CH:2]([CH3:3])[CH3:4])[O:5][C:14]([CH:13]([Br:12])[CH3:17])=[O:15]. Starting materials: ClC1=NC(=NC(=C1CC(=O)OC)Cl)C (methyl (4,6-dichloro-2-methyl-pyrimidin-5-yl )-acetate), C1(=CC=CC=C1)N1NC(C=C1)=O (1-phenyl-1H-pyrazol-3-on), C([O-])([O-])=O.[K+].[K+] (potassium carbonate), CNC (dimethylamine), aqueous solution. Run in CN(C=O)C (dimethylformamide). Conditions: time 20 hour. Product: CC1=NC(=C(C(=N1)N(C)C)CC(=O)OC)OC1=NN(C=C1)C1=CC=CC=C1 (methyl 2-[2-methyl-4-dimethylamino-6-(1-phenyl-1H-pyrazol-3-yloxy)-pyrimidin-5-yl]-acetate). RXN SMILES: Cl[C:2]1[C:7]([CH2:8][C:9]([O:11][CH3:12])=[O:10])=[C:6](Cl)[N:5]=[C:4]([CH3:14])[N:3]=1.[C:15]1([N:21]2[CH:25]=[CH:24][C:23](=[O:26])[NH:22]2)[CH:20]=[CH:19][CH:18]=[CH:17][CH:16]=1.C(=O)([O-])[O-].[K+].[K+].[CH3:33][NH:34][CH3:35]>CN(C)C=O>[CH3:14][C:4]1[N:5]=[C:6]([N:34]([CH3:35])[CH3:33])[C:7]([CH2:8][C:9]([O:11][CH3:12])=[O:10])=[C:2]([O:26][C:23]2[CH:24]=[CH:25][N:21]([C:15]3[CH:16]=[CH:17][CH:18]=[CH:19][CH:20]=3)[N:22]=2)[N:3]=1 |f:2.3.4|. Reported procedure: A mixture of methyl (4,6-dichloro-2-methyl-pyrimidin-5-yl )-acetate (5.43 g, 23 mmol), 1-phenyl-1H-pyrazol-3-on (3.73 g, 23 mmol) and potassium carbonate (5.5 g, 40 mmol) in dimethylformamide (30 ml) is heated at +120° C. for 30 minutes. Addition of dimethylamine (10 ml of a 25% aqueous solution) at room temperature, stirring for 20 hours and workup gives the intermediate methyl 2-[2-methyl-4-dimethylamino-6-(1-phenyl-1H-pyrazol-3-yloxy)-pyrimidin-5-yl]-acetate as an oil. Conditions: temperature 0 celsius. Reported procedure: 5.7 g of 4-[trans-4-(1,4-dioxaspiro[4,5]dec-8-yl)cyclohexyl]-2-fluorobenzoic acid were added to a suspension of 3 g of lithium aluminium hydride in 100 ml of dry ether and, after stirring under reflux for 23 hrs., cooled to 0° C., treated cautiously with 25 ml of water and then 100 ml of 3N sulfuric acid. The reaction mixture was thereupon extracted with ether, the organic phase was dried over sodium sulfate, filtered and the filtrate was evaporated. Chromatography of the residue on silica gel w... As a reaction SMILES: [O:1]1[C:5]2([CH2:10][CH2:9][CH:8]([C@H:11]3[CH2:16][CH2:15][C@H:14]([C:17]4[CH:25]=[CH:24][C:20]([C:21](O)=[O:22])=[C:19]([F:26])[CH:18]=4)[CH2:13][CH2:12]3)[CH2:7][CH2:6]2)[O:4][CH2:3][CH2:2]1.[H-].[Al+3].[Li+].[H-].[H-].[H-].O.S(=O)(=O)(O)O>CCOCC>[O:1]1[C:5]2([CH2:6][CH2:7][CH:8]([C@H:11]3[CH2:12][CH2:13][C@H:14]([C:17]4[CH:25]=[CH:24][C:20]([CH2:21][OH:22])=[C:19]([F:26])[CH:18]=4)[CH2:15][CH2:16]3)[CH2:9][CH2:10]2)[O:4][CH2:3][CH2:2]1 |f:1.2.3.4.5.6|. Yield: 56.6%. The solvent is CCOCC (ether). The reactants are S(O)(O)(=O)=O (sulfuric acid), O1CCOC12CCC(CC2)[C@@H]2CC[C@H](CC2)C2=CC(=C(C(=O)O)C=C2)F (4-[trans-4-(1,4-dioxaspiro[4,5]dec-8-yl)cyclohexyl]-2-fluorobenzoic acid), [H-].[Al+3].[Li+].[H-].[H-].[H-] (lithium aluminium hydride), O (water). The product is O1CCOC12CCC(CC2)[C@@H]2CC[C@H](CC2)C2=CC(=C(CO)C=C2)F (4-[trans-4-(1,4-dioxaspiro[4,5]dec-8-yl)cyclohexyl]-2-fluorobenzyl alcohol).